Dataset: the Open Reaction Database (ORD), a public repository of structured organic reaction records. Task: describe an organic reaction: reactants, conditions, products, and yield The reactants are N#Cc1ccc(CBr)cc1, Cl, Cc1c(-c2cccnc2)[nH]c2cc(F)ccc12. Yields the product Cc1c(-c2cccnc2)n(Cc2ccc(C#N)cc2)c2cc(F)ccc12. RXN SMILES: [Br:19][CH2:20][c:21]1[cH:22][cH:23][c:24]([C:25]#[N:26])[cH:27][cH:28]1.[ClH:1].[F:2][c:3]1[cH:4][cH:5][c:6]2[c:7]([CH3:18])[c:8](-[c:12]3[cH:13][n:14][cH:15][cH:16][cH:17]3)[nH:9][c:10]2[cH:11]1>>[F:2][c:3]1[cH:4][cH:5][c:6]2[c:7]([CH3:18])[c:8](-[c:12]3[cH:13][n:14][cH:15][cH:16][cH:17]3)[n:9]([CH2:20][c:21]3[cH:22][cH:23][c:24]([C:25]#[N:26])[cH:27][cH:28]3)[c:10]2[cH:11]1. Reactants: CN1C(NC(C=2N(C=NC12)CC=C)=O)=O (3-methyl-7-allylxanthine), ClCCC(C(C)=O)C (1-chloro-3-methylpentan-4-one). Yields the product O=C(C(CCN1C(=O)N(C=2N=CN(C2C1=O)CC=C)C)C)C (1-(4-Oxo-3-methylpentyl)-3-methyl-7-allylxanthine). Reaction SMILES: [CH3:1][N:2]1[C:10]2[N:9]=[CH:8][N:7]([CH2:11][CH:12]=[CH2:13])[C:6]=2[C:5](=[O:14])[NH:4][C:3]1=[O:15].Cl[CH2:17][CH2:18][CH:19]([CH3:23])[C:20](=[O:22])[CH3:21]>>[O:22]=[C:20]([CH3:21])[CH:19]([CH3:23])[CH2:18][CH2:17][N:4]1[C:5](=[O:14])[C:6]2[N:7]([CH2:11][CH:12]=[CH2:13])[CH:8]=[N:9][C:10]=2[N:2]([CH3:1])[C:3]1=[O:15]. Reported procedure: 1-(4-Oxo-3-methylpentyl)-3-methyl-7-allylxanthine (melting point 73-74° C.) is prepared from 3-methyl-7-allylxanthine and 1-chloro-3-methylpentan-4-one. Reactants: FC1=C(C(=O)NC=2SC(=C(N2)C=O)C2=CC(=CC=C2)C(F)(F)F)C(=CC=C1)F (2,6-Difluoro-N-(4-formyl-5-(3-(trifluoromethyl)phenyl)thiazol-2-yl)benzamide), Cl.NO (hydroxylamine hydrochloride), N1=CC=CC=C1 (pyridine). The solvent is CCO (EtOH), C(Cl)Cl (CH2Cl2). Reaction conditions: time 2 hour. Product: FC1=C(C(=O)NC=2SC(=C(N2)\C=N/O)C2=CC(=CC=C2)C(F)(F)F)C(=CC=C1)F ((Z)-2,6-difluoro-N-(4-((hydroxyimino)methyl)-5-(3-(trifluoromethyl)phenyl)thiazol-2-yl)benzamide). Isolated yield 52.1%. RXN SMILES: [F:1][C:2]1[CH:27]=[CH:26][CH:25]=[C:24]([F:28])[C:3]=1[C:4]([NH:6][C:7]1[S:8][C:9]([C:14]2[CH:19]=[CH:18][CH:17]=[C:16]([C:20]([F:23])([F:22])[F:21])[CH:15]=2)=[C:10]([CH:12]=O)[N:11]=1)=[O:5].Cl.[NH2:30][OH:31].N1C=CC=CC=1>CCO.C(Cl)Cl>[F:1][C:2]1[CH:27]=[CH:26][CH:25]=[C:24]([F:28])[C:3]=1[C:4]([NH:6][C:7]1[S:8][C:9]([C:14]2[CH:19]=[CH:18][CH:17]=[C:16]([C:20]([F:23])([F:22])[F:21])[CH:15]=2)=[C:10](/[CH:12]=[N:30]\[OH:31])[N:11]=1)=[O:5] |f:1.2|. Procedure: Into a solution of Compound 67 (180 mg, 0.44 mmol) in 3 mL of EtOH was added hydroxylamine hydrochloride (60 mg, 0.9 mmol) and pyridine (0.5 mL). The solution was stirred at room temperature for 2 hours. The reaction was diluted with 20 mL of CH2Cl2, and the solution was washed with 10 mL of water and dried (Na2SO4), filtered and concentrated. The residue was purified on silica (eluted with 5-100% ethyl acetate in hexane) to give Compound 72 (98 mg, 52%) as a white solid.